The task is: describe an organic reaction: reactants, conditions, products, and yield. This data is from the Open Reaction Database (ORD), a public repository of structured organic reaction records. Reactants: [Al+3], CCN(CC)CC(=O)Nc1c(C(C)C)cccc1C(C)C, [H-], [H-], [H-], [H-], [Li+], [Na+], C1CCOC1, [OH-], O. The product is CCN(CC)CCNc1c(C(C)C)cccc1C(C)C. RXN SMILES: [Al+3:2].[CH2:7]([CH3:8])[N:9]([CH2:10][C:11](=[O:12])[NH:13][c:14]1[c:15]([CH:23]([CH3:24])[CH3:25])[cH:16][cH:17][cH:18][c:19]1[CH:20]([CH3:21])[CH3:22])[CH2:26][CH3:27].[H-:1].[H-:4].[H-:5].[H-:6].[Li+:3].[Na+:30].[O:31]1[CH2:32][CH2:33][CH2:34][CH2:35]1.[OH-:29].[OH2:28]>>[CH2:7]([CH3:8])[N:9]([CH2:10][CH2:11][NH:13][c:14]1[c:15]([CH:23]([CH3:24])[CH3:25])[cH:16][cH:17][cH:18][c:19]1[CH:20]([CH3:21])[CH3:22])[CH2:26][CH3:27]. The reactants are CC#N, CC(C)N, CCOC(=O)c1sc(Cl)nc1C(F)(F)F. Reaction SMILES: [CH3:20][C:21]#[N:22].[CH:1]([CH3:2])([CH3:3])[NH2:4].[Cl:5][c:6]1[s:7][c:8]([C:15](=[O:16])[O:17][CH2:18][CH3:19])[c:9]([C:11]([F:12])([F:13])[F:14])[n:10]1>>[CH:1]([CH3:2])([CH3:3])[NH:4][c:6]1[s:7][c:8]([C:15](=[O:16])[O:17][CH2:18][CH3:19])[c:9]([C:11]([F:12])([F:13])[F:14])[n:10]1. Yields the product CCOC(=O)c1sc(NC(C)C)nc1C(F)(F)F. As a reaction SMILES: [CH3:1][C:2]1[CH:7]=[C:6]([C:8](=O)[CH2:9][CH3:10])[CH:5]=[C:4]([CH3:12])[C:3]=1[O:13][CH3:14].[C:15]1([NH:21]N)[CH:20]=[CH:19][CH:18]=[CH:17][CH:16]=1.C(O)(=O)C.Cl>C(O)C.O>[CH3:14][O:13][C:3]1[C:4]([CH3:12])=[CH:5][C:6]([C:8]2[NH:21][C:15]3[C:20]([C:9]=2[CH3:10])=[CH:19][CH:18]=[CH:17][CH:16]=3)=[CH:7][C:2]=1[CH3:1]. Reactants: Cl (hydrogen chloride), CC1=C(C(=CC(=C1)C(CC)=O)C)OC (2,6-dimethyl-4-propionylanisole), C1(=CC=CC=C1)NN (phenylhydrazine), C(C)(=O)O (acetic acid). Product: COC1=C(C=C(C=C1C)C=1NC2=CC=CC=C2C1C)C (2-(4-methoxy-3,5-dimethylphenyl)-3-methylindole). The solvent is C(C)O (ethanol), O (water), C(C)O (ethanol). Isolated yield 62.6%. Reported procedure: 5.0 g of 2,6-dimethyl-4-propionylanisole and 2.8 g of phenylhydrazine were dissolved in 30 ml of ethanol. A small amount of acetic acid was added under reflux for 30 minutes. After cooling, 10 ml of a 20% ethanol solution of hydrogen chloride was added to the reaction mixture, and the mixture was refluxed for 1.5 hours. The reaction mixture was cooled, poured into water, extracted with benzene, washed with water, and dried. The solvent was evaporated, and the residue was crystallized from benzen... Reactants: C1(CCCCC1)N (cyclohexylamine), ClC=CCCCl (1,4-dichlorobutene). Solvent: C1=CC=CC=C1 (benzene). Reaction conditions: temperature 92 celsius. Product: C1(CCCCC1)N1CC=CC1 (1-Cyclohexyl- 3 -pyrroline). The yield is 76.0%. As a reaction SMILES: [CH:1]1([NH2:7])[CH2:6][CH2:5][CH2:4][CH2:3][CH2:2]1.Cl[CH:9]=[CH:10][CH2:11][CH2:12]Cl>C1C=CC=CC=1>[CH:1]1([N:7]2[CH2:12][CH:11]=[CH:10][CH2:9]2)[CH2:6][CH2:5][CH2:4][CH2:3][CH2:2]1. Procedure details: A solution of 5.19 kg (52.3 moles) of cyclohexylamine in 4.0 liters of benzene was heated to mild reflux (92° C.) and then the heating discontinued. To the solution was added, dropwise, 1,635 g (13.1 moles) of 1,4-dichlorobutene at a rate sufficient to maintain gentle reflux, 3 hours time being required. Heat was reapplied and the reactants were heated at reflux temperature for 18 hours. The mixture was cooled to about 50° C. and filtered to remove the hydrochloride. Carbon dioxide was bubbled i... Starting materials: NCC1=C(N=C(N1CC1=CC=C(C=C1)C1=C(C=CC=C1)C(=O)OC)CCCC)Cl (5-Aminomethyl-2-n-butyl-1-[(2'-carbomethoxybiphenyl-4-yl)methyl]-4-chloroimidazole), C(C)(C)(C)OC(=O)N(C(C)C)CC(COC1=C2C=C(NC2=CC=C1)C(=O)O)O (4-[3-(N-t-butoxycarbonyl-N-isopropylamino)-2-hydroxypropoxy]indole-2-carboxylic acid), ON1N=NC2=C1C=CC=C2 (1-hydroxybenzotriazole), C1(CCCCC1)N=C=NC1CCCCC1 (dicyclohexylcarbodiimide). Run in CN(C)C=O (DMF). Run at time 4 day. The product is C(C)(C)(C)OC(=O)N(C(C)C)CC(COC1=C2C=C(NC2=CC=C1)C(=O)NCC1=C(N=C(N1CC1=CC=C(C=C1)C1=C(C=CC=C1)C(=O)OC)CCCC)Cl)O (5-[4-(3-(N-t-butoxycarbonyl-N-isopropylamino)-2-hydroxypropoxy)indole-2-carboxamidomethyl]-2-n-butyl-1-[(2'-carbomethoxybiphenyl-4-yl)methyl]-4-chloroimidazole). As a reaction SMILES: [NH2:1][CH2:2][C:3]1[N:7]([CH2:8][C:9]2[CH:14]=[CH:13][C:12]([C:15]3[CH:20]=[CH:19][CH:18]=[CH:17][C:16]=3[C:21]([O:23][CH3:24])=[O:22])=[CH:11][CH:10]=2)[C:6]([CH2:25][CH2:26][CH2:27][CH3:28])=[N:5][C:4]=1[Cl:29].[C:30]([O:34][C:35]([N:37]([CH2:41][CH:42]([OH:57])[CH2:43][O:44][C:45]1[CH:53]=[CH:52][CH:51]=[C:50]2[C:46]=1[CH:47]=[C:48]([C:54](O)=[O:55])[NH:49]2)[CH:38]([CH3:40])[CH3:39])=[O:36])([CH3:33])([CH3:32])[CH3:31].ON1C2C=CC=CC=2N=N1.C1(N=C=NC2CCCCC2)CCCCC1>CN(C=O)C>[C:30]([O:34][C:35]([N:37]([CH2:41][CH:42]([OH:57])[CH2:43][O:44][C:45]1[CH:53]=[CH:52][CH:51]=[C:50]2[C:46]=1[CH:47]=[C:48]([C:54]([NH:1][CH2:2][C:3]1[N:7]([CH2:8][C:9]3[CH:10]=[CH:11][C:12]([C:15]4[CH:20]=[CH:19][CH:18]=[CH:17][C:16]=4[C:21]([O:23][CH3:24])=[O:22])=[CH:13][CH:14]=3)[C:6]([CH2:25][CH2:26][CH2:27][CH3:28])=[N:5][C:4]=1[Cl:29])=[O:55])[NH:49]2)[CH:38]([CH3:39])[CH3:40])=[O:36])([CH3:32])([CH3:33])[CH3:31]. Procedure details: 5-Aminomethyl-2-n-butyl-1-[(2'-carbomethoxybiphenyl-4-yl)methyl]-4-chloroimidazole (prepared by the procedure of Example 148, Part C, in EP No. 0253310) (0.71 g, 1.7 mmol), 1 eq), 4-[3-(N-t-butoxycarbonyl-N-isopropylamino)-2-hydroxypropoxy]indole-2-carboxylic acid (prepared by the procedure of Example 1, Part g, in EPO No. 174162) (0.84 g, 1.7 mmol, 1 eq), 1-hydroxybenzotriazole (0.24 g, 1.8 mmol, 1.05 eq), dicyclohexylcarbodiimide (0.37 g, 1.8 mmol, 1.05 eg) and DMF (25 mL) were mixed at 0° C. ...